From a dataset of the Open Reaction Database (ORD), a public repository of structured organic reaction records. describe an organic reaction: reactants, conditions, products, and yield Reactants: COC=1C=CC(=C(C1)N)C1CC2=CC=C(C=C2CC1)OC (5-methoxy-2-(6-methoxy-1,2,3,4-tetrahydronaphthalen-2-yl)phenylamine), Cl.N1(CCCCCC1)CCOC1=CC=C(C(=O)O)C=C1 (4-(2-azepan-1-ylethoxy)benzoic acid hydrochloride). Product: N1(CCCCCC1)CCOC1=CC=C(CNC2=C(C=CC(=C2)OC)C2CC3=CC=C(C=C3CC2)OC)C=C1 ([4-(2-Azepan-1-ylethoxy)benzyl][5-methoxy-2-(6-methoxy-1,2,3,4-tetrahydronaphthalen-2-yl)phenyl]amine). Yield: 94.4%. RXN SMILES: [CH3:1][O:2][C:3]1[CH:4]=[CH:5][C:6]([CH:10]2[CH2:19][CH2:18][C:17]3[C:12](=[CH:13][CH:14]=[C:15]([O:20][CH3:21])[CH:16]=3)[CH2:11]2)=[C:7]([NH2:9])[CH:8]=1.Cl.[N:23]1([CH2:30][CH2:31][O:32][C:33]2[CH:41]=[CH:40][C:36]([C:37](O)=O)=[CH:35][CH:34]=2)[CH2:29][CH2:28][CH2:27][CH2:26][CH2:25][CH2:24]1>>[N:23]1([CH2:30][CH2:31][O:32][C:33]2[CH:41]=[CH:40][C:36]([CH2:37][NH:9][C:7]3[CH:8]=[C:3]([O:2][CH3:1])[CH:4]=[CH:5][C:6]=3[CH:10]3[CH2:19][CH2:18][C:17]4[C:12](=[CH:13][CH:14]=[C:15]([O:20][CH3:21])[CH:16]=4)[CH2:11]3)=[CH:35][CH:34]=2)[CH2:29][CH2:28][CH2:27][CH2:26][CH2:25][CH2:24]1 |f:1.2|. Procedure: Synthesized from 5-methoxy-2-(6-methoxy-1,2,3,4-tetrahydronaphthalen-2-yl)phenylamine (700 mg) and 4-(2-azepan-1-ylethoxy)benzoic acid hydrochloride (960 mg) according to an analogous synthetic method to Example 152, the title compound (1.2 g) was obtained. The reactants are C(C)(C)(C)OC(=O)C1=CC(=C(C(=O)O)C=C1)N (4-t-butyloxycarbonyl-aminobenzoic acid), OC1=CC=CC=2NN=NC21 (hydroxybenzotriazole), CN1CCOCC1 (N-methylmorpholine), Cl.COC([C@@H](N)CCSC)=O (methionine methyl ester hydrochloride), methyl ester hydrochloride. Solvent: CN(C=O)C (dimethylformamide), C(CCl)Cl (EDC). Run at time 16 hour. Yields the product C(=O)(OC)[C@H](CCSC)NC(C1=CC=C(C=C1)NC(=O)OC(C)(C)C)=O (N-(1(S)-carbomethoxy-3-methylthiopropyl)4-(t-butyloxycarbonyl)aminobenzamide). As a reaction SMILES: [C:1]([O:5][C:6](C1C=CC(C(O)=O)=C(N)C=1)=[O:7])([CH3:4])([CH3:3])[CH3:2].O[C:19]1[C:27]2N=N[NH:24][C:23]=2[CH:22]=[CH:21][CH:20]=1.CN1CC[O:32][CH2:31]C1.Cl.[CH3:36][O:37][C:38](=[O:45])[C@H:39]([CH2:41][CH2:42][S:43][CH3:44])[NH2:40]>CN(C)C=O.C(Cl)CCl>[C:38]([C@@H:39]([NH:40][C:31](=[O:32])[C:20]1[CH:19]=[CH:27][C:23]([NH:24][C:6]([O:5][C:1]([CH3:4])([CH3:3])[CH3:2])=[O:7])=[CH:22][CH:21]=1)[CH2:41][CH2:42][S:43][CH3:44])([O:37][CH3:36])=[O:45] |f:3.4|. Procedure details: To a solution of the product from Step A (0.5 g) in dimethylformamide (20 mL) was added hydroxybenzotriazole (0.37 g), EDC (0.51 g), N-methylmorpholine 0.8 mL), and (S) methione methyl ester hydrochloride (0.49 g). After stirring for 16 h the solution was concentrated in vacuo and the residue was partitioned with water and ethyl acetate. The ethyl acetate layer was washed with saturated sodium hydrogen carbonate, 2% potassium hydrogen sulfate and saturated sodium chloride, dried over magnesium s... Starting materials: CO, COC(=O)C1=C(C)NC(=O)CC1c1ccc(C(F)(F)F)cc1, [Na+], [OH-], O. Yields the product CC1=C(C(=O)O)C(c2ccc(C(F)(F)F)cc2)CC(=O)N1. As a reaction SMILES: [CH3:25][OH:26].[F:1][C:2]([c:3]1[cH:4][cH:5][c:6]([CH:9]2[C:10]([C:17](=[O:18])[O:19][CH3:20])=[C:11]([CH3:16])[NH:12][C:13](=[O:15])[CH2:14]2)[cH:7][cH:8]1)([F:21])[F:22].[Na+:24].[OH-:23].[OH2:27]>>[F:1][C:2]([c:3]1[cH:4][cH:5][c:6]([CH:9]2[C:10]([C:17](=[O:18])[OH:19])=[C:11]([CH3:16])[NH:12][C:13](=[O:15])[CH2:14]2)[cH:7][cH:8]1)([F:21])[F:22]. Starting materials: C[O-].[Na+] (sodium methoxide), [Na] (sodium), BrC(C(=O)OC)CBr (Methyl 2,3-dibromopropionate), C[N+](C)(C)[O-] (trimethylamine N-oxide). Run in C(C)(=O)O (acetic acid), CO (methanol), C(C)OCC (diethyl ether), CO (methanol), C(C)OCC (diethyl ether). Product: BrC(C(=O)OC)COC (methyl 2-bromo-3-methoxypropionate). Reaction SMILES: [Br:1][CH:2]([CH2:7]Br)[C:3]([O:5][CH3:6])=[O:4].C[N+]([O-])(C)C.[CH3:14][O-:15].[Na+].[Na]>CO.C(OCC)C.C(O)(=O)C>[Br:1][CH:2]([CH2:7][O:15][CH3:14])[C:3]([O:5][CH3:6])=[O:4] |f:2.3,^1:16|. Reported procedure: Methyl 2,3-dibromopropionate (21.9 g) and trimethylamine N-oxide (0.1 g) in methanol (8 ml) were cooled to −5° C. with stirring under an atmosphere of nitrogen. A solution of sodium methoxide [freshly prepared from sodium (2.25 g) and methanol (24 ml)] was added dropwise over 15 minutes to the mixture, which was maintained below 0° C. by cooling. On completion of the addition, the mixture was stirred for a further 30 minutes and acetic acid (1 ml) was added followed by diethyl ether (100 ml). Th... Starting materials: C(C)(C)(C)OC(=O)N1CCC(CC1)CNCC1=CC(=CC=C1)C1=NC(=NC=C1)Cl (4-{[3-(2-Chloro-pyrimidin-4-yl)-benzylamino]-methyl}-piperidine-1-carboxylic acid tert-butyl ester), CS(=O)(=O)Cl (methane sulfonyl chloride), 495. Product: C(C)(C)(C)OC(=O)N1CCC(CC1)CN(S(=O)(=O)C)CC1=CC(=CC=C1)C1=NC(=NC=C1)Cl (4-({[3-(2-Chloro-pyrimidin-4-yl)-benzyl]-methanesulfonyl-amino}-methyl)-piperidine-1-carboxylic acid tert-butyl ester). As a reaction SMILES: [C:1]([O:5][C:6]([N:8]1[CH2:13][CH2:12][CH:11]([CH2:14][NH:15][CH2:16][C:17]2[CH:22]=[CH:21][CH:20]=[C:19]([C:23]3[CH:28]=[CH:27][N:26]=[C:25]([Cl:29])[N:24]=3)[CH:18]=2)[CH2:10][CH2:9]1)=[O:7])([CH3:4])([CH3:3])[CH3:2].[CH3:30][S:31](Cl)(=[O:33])=[O:32]>>[C:1]([O:5][C:6]([N:8]1[CH2:13][CH2:12][CH:11]([CH2:14][N:15]([CH2:16][C:17]2[CH:22]=[CH:21][CH:20]=[C:19]([C:23]3[CH:28]=[CH:27][N:26]=[C:25]([Cl:29])[N:24]=3)[CH:18]=2)[S:31]([CH3:30])(=[O:33])=[O:32])[CH2:10][CH2:9]1)=[O:7])([CH3:4])([CH3:2])[CH3:3]. Reported procedure: Intermediate 33 was coupled with methane sulfonyl chloride following procedure D. LC-MS showed the product had the expected M+H+ of 495. Reactants: COC(=O)c1ccc(Cn2nc(OCc3ccccc3)c3ccc([N+](=O)[O-])cc32)c(OC)c1, CC(=O)O, [Zn]. Yields the product COC(=O)c1ccc(Cn2nc(OCc3ccccc3)c3ccc(N)cc32)c(OC)c1. Reaction SMILES: [CH2:1]([c:2]1[cH:3][cH:4][cH:5][cH:6][cH:7]1)[O:8][c:9]1[n:10][n:11]([CH2:21][c:22]2[c:23]([O:32][CH3:33])[cH:24][c:25]([C:26](=[O:27])[O:28][CH3:29])[cH:30][cH:31]2)[c:12]2[cH:13][c:14]([N+:18]([O-:19])=[O:20])[cH:15][cH:16][c:17]12.[CH3:35][C:36](=[O:37])[OH:38].[Zn:34]>>[CH2:1]([c:2]1[cH:3][cH:4][cH:5][cH:6][cH:7]1)[O:8][c:9]1[n:10][n:11]([CH2:21][c:22]2[c:23]([O:32][CH3:33])[cH:24][c:25]([C:26](=[O:27])[O:28][CH3:29])[cH:30][cH:31]2)[c:12]2[cH:13][c:14]([NH2:18])[cH:15][cH:16][c:17]12. Starting materials: C(CCCCCCCCCCC)(=O)Cl (lauroyl chloride), NCC(=O)O (glycine). Yields the product C(CCCCCCCCCCC)(=O)Cl (lauroyl chloride), NCC(=O)O (glycine), C(CCCCCCCCCCC)(=O)NCC(=O)O (N-lauroylglycine). Isolated yield 94.0%. Reaction SMILES: [C:1]([Cl:14])(=[O:13])[CH2:2][CH2:3][CH2:4][CH2:5][CH2:6][CH2:7][CH2:8][CH2:9][CH2:10][CH2:11][CH3:12].[NH2:15][CH2:16][C:17]([OH:19])=[O:18]>>[C:1]([Cl:14])(=[O:13])[CH2:2][CH2:3][CH2:4][CH2:5][CH2:6][CH2:7][CH2:8][CH2:9][CH2:10][CH2:11][CH3:12].[NH2:15][CH2:16][C:17]([OH:19])=[O:18].[C:1]([NH:15][CH2:16][C:17]([OH:19])=[O:18])(=[O:13])[CH2:2][CH2:3][CH2:4][CH2:5][CH2:6][CH2:7][CH2:8][CH2:9][CH2:10][CH2:11][CH3:12]. Reported procedure: N-Lauroylglycine was prepared by reaction of lauroyl chloride with glycine according to the procedure described in Example I. From 109.4 g (0.500 mol) of lauroyl chloride and 37.6 g (0.500 mol) of glycine was obtained 120.5 g (94%) of N-lauroylglycine, mp 110°-118° C., lit mp 118°-119° C. [E. Jungerman, J. F. Gerecht, and I. J. Krems, J. Amer. Chem. Soc. 78, 172 (1956)]. The reactants are N1=CC=CC2=CC(=CC=C12)CN1N=NC=2C1=NC(=CN2)C(C)=O (1-(1-(quinolin-6-ylmethyl)-1H-[1,2,3]triazolo[4,5-b]pyrazin-6-yl)ethanone), CN(N)C(=O)N (1-methylhydrazine-carboxamide). The product is CN(/N=C(\C)/C1=CN=C2C(=N1)N(N=N2)CC=2C=C1C=CC=NC1=CC2)C(=O)N ((E)-1-Methyl-2-(1-(1-(quinolin-6-ylmethyl)-1H-[1,2,3]triazolo[4,5-b]pyrazin-6-yl)ethylidene)hydrazinecarboxamide). RXN SMILES: [N:1]1[C:10]2[C:5](=[CH:6][C:7]([CH2:11][N:12]3[C:16]4=[N:17][C:18]([C:21](=O)[CH3:22])=[CH:19][N:20]=[C:15]4[N:14]=[N:13]3)=[CH:8][CH:9]=2)[CH:4]=[CH:3][CH:2]=1.[CH3:24][N:25]([C:27]([NH2:29])=[O:28])[NH2:26]>>[CH3:24][N:25]([C:27]([NH2:29])=[O:28])/[N:26]=[C:21](/[C:18]1[N:17]=[C:16]2[N:12]([CH2:11][C:7]3[CH:6]=[C:5]4[C:10](=[CH:9][CH:8]=3)[N:1]=[CH:2][CH:3]=[CH:4]4)[N:13]=[N:14][C:15]2=[N:20][CH:19]=1)\[CH3:22]. Procedure details: The title compound was prepared as a white solid in analogy to the synthesis of example 52 from 1-(1-(quinolin-6-ylmethyl)-1H-[1,2,3]triazolo[4,5-b]pyrazin-6-yl)ethanone and 1-methylhydrazine-carboxamide. 1H-NMR (400 MHz, DMSO-d6) δ ppm 9.68 (s, 1H), 8.89 (m, 1H), 8.36 (d, 1H), 8.03 (s, 1H), 8.01 (d, 1H), 7.82 (dd, 1H), 7.53 (dd, 1H), 6.75 (s, 2H), 6.21 (s, 2H) 2.50 (s, 3H), 2.49 (s, 3H). LCMS (method B): [MH]+=376, tR=1.88 min.